Dataset: the Open Reaction Database (ORD), a public repository of structured organic reaction records. Task: describe an organic reaction: reactants, conditions, products, and yield Starting materials: Cl.C(C)(C)C=1C=C(C=CC1)[C@H](C)N ((S)-1-(3-isopropylphenyl)ethanamine hydrochloride), COC([C@@H](C)OC=1C=C(CN2C(=C(C3=CC(=CC=C23)C(=O)O)C)C)C=CC1)=O ((R)-1-(3-((1-methoxy-1-oxopropan-2-yl)oxy)benzyl)-2,3-dimethyl-1H-indole-5-carboxylic acid). Product: C(C)(C)C=1C=C(C=CC1)[C@H](C)NC(=O)C=1C=C2C(=C(N(C2=CC1)CC=1C=C(O[C@@H](C(=O)OC)C)C=CC1)C)C ((R)-Methyl 2-(3-((5-(((S)-1-(3-isopropylphenyl)ethyl)carbamoyl)-2,3-dimethyl-1H-indol-1-yl)methyl)phenoxy)propanoate). RXN SMILES: Cl.[CH:2]([C:5]1[CH:6]=[C:7]([C@@H:11]([NH2:13])[CH3:12])[CH:8]=[CH:9][CH:10]=1)([CH3:4])[CH3:3].[CH3:14][O:15][C:16](=[O:41])[C@H:17]([O:19][C:20]1[CH:21]=[C:22]([CH:38]=[CH:39][CH:40]=1)[CH2:23][N:24]1[C:32]2[C:27](=[CH:28][C:29]([C:33](O)=[O:34])=[CH:30][CH:31]=2)[C:26]([CH3:36])=[C:25]1[CH3:37])[CH3:18]>>[CH:2]([C:5]1[CH:6]=[C:7]([C@@H:11]([NH:13][C:33]([C:29]2[CH:28]=[C:27]3[C:32](=[CH:31][CH:30]=2)[N:24]([CH2:23][C:22]2[CH:21]=[C:20]([CH:40]=[CH:39][CH:38]=2)[O:19][C@H:17]([CH3:18])[C:16]([O:15][CH3:14])=[O:41])[C:25]([CH3:37])=[C:26]3[CH3:36])=[O:34])[CH3:12])[CH:8]=[CH:9][CH:10]=1)([CH3:4])[CH3:3] |f:0.1|. Procedure details: The title compound was prepared following the same protocol as described in Step 5, Example 36, using the (S)-1-(3-isopropylphenyl)ethanamine hydrochloride instead of the (S)-1-(3-cyclopropylphenyl)ethanamine hydrochloride and the (R)-1-(3-((1-methoxy-1-oxopropan-2-yl)oxy)benzyl)-2,3-dimethyl-1H-indole-5-carboxylic acid instead of the 1-(4-(2-methoxy-2-oxoethoxy)benzyl)-2,3-dimethyl-1H-indole-5-carboxylic acid. Starting materials: CO, Cl, CC(=O)NN1CC(c2ccc(F)cc2)=NNC1=O, [Na+], [OH-]. Yields the product NN1CC(c2ccc(F)cc2)=NNC1=O. RXN SMILES: [CH3:22][OH:23].[ClH:19].[F:1][c:2]1[cH:3][cH:4][c:5]([C:8]2=[N:13][NH:12][C:11](=[O:14])[N:10]([NH:15][C:16](=[O:17])[CH3:18])[CH2:9]2)[cH:6][cH:7]1.[Na+:21].[OH-:20]>>[F:1][c:2]1[cH:3][cH:4][c:5]([C:8]2=[N:13][NH:12][C:11](=[O:14])[N:10]([NH2:15])[CH2:9]2)[cH:6][cH:7]1. Reactants: CC=1C(CCC(C1)=O)C(=O)OCC (ethyl 2-methyl-4-oxo-2-cyclohexene-1-carboxylate), Cl (hydrochloric acid). The reagents and catalysts are [Pd] (palladium on carbon). The solvent is CCO (EtOH). Reaction conditions: time 30 minute. The product is C[C@H]1[C@H](CCC(C1)=O)C(=O)OCC ((1S,2R)-ethyl 2-methyl-4-oxocyclohexanecarboxylate). Isolated yield 70.7%. Reaction SMILES: [CH3:1][C:2]1[CH:3]([C:9]([O:11][CH2:12][CH3:13])=[O:10])[CH2:4][CH2:5][C:6](=[O:8])[CH:7]=1.Cl>[Pd].CCO>[CH3:1][C@@H:2]1[CH2:7][C:6](=[O:8])[CH2:5][CH2:4][C@@H:3]1[C:9]([O:11][CH2:12][CH3:13])=[O:10]. Procedure details: To a Parr flask was added 10% palladium on carbon (wet degussa type) (4.47 g, 4.20 mmol) in EtOH (378 ml). Then ethyl 2-methyl-4-oxo-2-cyclohexene-1-carboxylate (23.65 ml, 140 mmol) and 5 N hydrochloric acid (1.679 ml, 8.40 mmol) were added into the reaction mixture. The atmosphere of the flask was degassed, and then filled with hydrogen (50 psi). The mixture was allowed to stir under hydrogenation conditions 30 min. The progress of the reaction was monitored by LC/MS and TLC (50% EtOAc/hexane; ... The product is [I-].ClC=1C=C2C=CC(=CC2=CC1)S(=O)(=O)N1CCN(CC1)C(=O)C=1SC=2CNC(CC2[NH+]1)(C)C (2-[[4-[(6-Chloronaphthalen-2-yl)sulfonyl]piperazin-1-yl]carbonyl]-6,6-dimethyl-4,5,6,7-tetrahydrothiazolo[5,4-c]pyridinium iodide). Reactants: Cl.ClC=1C=C2C=CC(=CC2=CC1)S(=O)(=O)N1CCN(CC1)C(=O)C=1SC=2CNC(CC2N1)C (1-[(6-chloronaphthalen-2-yl)sulfonyl]-4-[(6-methyl-4,5,6,7-tetrahydrothiazolo[5,4-c]pyridin-2-yl)carbonyl]piperazine hydrochloride), CI (methyl iodide), C([O-])([O-])=O.[K+].[K+] (potassium carbonate). As a reaction SMILES: Cl.[Cl:2][C:3]1[CH:4]=[C:5]2[C:10](=[CH:11][CH:12]=1)[CH:9]=[C:8]([S:13]([N:16]1[CH2:21][CH2:20][N:19]([C:22]([C:24]3[S:25][C:26]4[CH2:27][NH:28][CH:29]([CH3:33])[CH2:30][C:31]=4[N:32]=3)=[O:23])[CH2:18][CH2:17]1)(=[O:15])=[O:14])[CH:7]=[CH:6]2.C[I:35].[C:36](=O)([O-])[O-].[K+].[K+]>CN(C)C=O>[I-:35].[Cl:2][C:3]1[CH:4]=[C:5]2[C:10](=[CH:11][CH:12]=1)[CH:9]=[C:8]([S:13]([N:16]1[CH2:17][CH2:18][N:19]([C:22]([C:24]3[S:25][C:26]4[CH2:27][NH:28][C:29]([CH3:36])([CH3:33])[CH2:30][C:31]=4[NH+:32]=3)=[O:23])[CH2:20][CH2:21]1)(=[O:14])=[O:15])[CH:7]=[CH:6]2 |f:0.1,3.4.5,7.8|. Reported procedure: In N,N-dimethylformamide (20 ml), 1-[(6-chloronaphthalen-2-yl)sulfonyl]-4-[(6-methyl-4,5,6,7-tetrahydrothiazolo[5,4-c]pyridin-2-yl)carbonyl]piperazine hydrochloride (200 mg) was dissolved, followed by the addition of methyl iodide (0.05 ml) and potassium carbonate (79.0 mg). The resulting mixture was stirred overnight at 80° C. The reaction mixture was concentrated under reduced pressure. Water was added to the residue and the precipitate so formed was collected by filtration. The precipitate wa... Run in CN(C=O)C (N,N-dimethylformamide). Run at temperature 80 celsius, time 8 hour. Starting materials: CC(C)(C)c1ccc(Br)cc1, CC(C)(C)[O-], Cc1ccccc1, Nc1cccc2cccnc12, [Na+], O=C(C=Cc1ccccc1)C=Cc1ccccc1, O=C(C=Cc1ccccc1)C=Cc1ccccc1, O=C(C=Cc1ccccc1)C=Cc1ccccc1, [Pd], [Pd]. Yields the product CC(C)(C)c1ccc(Nc2cccc3cccnc23)cc1. As a reaction SMILES: [C:12]([CH3:13])([CH3:14])([CH3:15])[c:16]1[cH:17][cH:18][c:19]([Br:22])[cH:20][cH:21]1.[CH3:23][C:24]([CH3:25])([O-:26])[CH3:27].[CH3:85][c:86]1[cH:87][cH:88][cH:89][cH:90][cH:91]1.[NH2:1][c:2]1[cH:3][cH:4][cH:5][c:6]2[cH:7][cH:8][cH:9][n:10][c:11]12.[Na+:28].[O:31]=[C:32]([CH:33]=[CH:34][c:35]1[cH:36][cH:37][cH:38][cH:39][cH:40]1)[CH:41]=[CH:42][c:43]1[cH:44][cH:45][cH:46][cH:47][cH:48]1.[O:49]=[C:50]([CH:51]=[CH:52][c:53]1[cH:54][cH:55][cH:56][cH:57][cH:58]1)[CH:59]=[CH:60][c:61]1[cH:62][cH:63][cH:64][cH:65][cH:66]1.[O:67]=[C:68]([CH:69]=[CH:70][c:71]1[cH:72][cH:73][cH:74][cH:75][cH:76]1)[CH:77]=[CH:78][c:79]1[cH:80][cH:81][cH:82][cH:83][cH:84]1.[Pd:29].[Pd:30]>>[NH:1]([c:2]1[cH:3][cH:4][cH:5][c:6]2[cH:7][cH:8][cH:9][n:10][c:11]12)[c:19]1[cH:18][cH:17][c:16]([C:12]([CH3:13])([CH3:14])[CH3:15])[cH:21][cH:20]1. The reactants are COCCOC, CO, Clc1cnc(-c2ccco2)cn1, [Cs+], [F-], c1ccc(P(c2ccccc2)(c2ccccc2)[Pd](P(c2ccccc2)(c2ccccc2)c2ccccc2)(P(c2ccccc2)(c2ccccc2)c2ccccc2)P(c2ccccc2)(c2ccccc2)c2ccccc2)cc1, OB(O)c1ccncc1. As a reaction SMILES: [CH2:22]([CH2:23][O:24][CH3:25])[O:26][CH3:27].[CH3:107][OH:108].[Cl:1][c:2]1[n:3][cH:4][c:5](-[c:8]2[o:9][cH:10][cH:11][cH:12]2)[n:6][cH:7]1.[Cs+:29].[F-:28].[cH:30]1[cH:31][cH:32][c:33]([P:34]([Pd:35]([P:36]([c:37]2[cH:38][cH:39][cH:40][cH:41][cH:42]2)([c:43]2[cH:44][cH:45][cH:46][cH:47][cH:48]2)[c:49]2[cH:50][cH:51][cH:52][cH:53][cH:54]2)([P:55]([c:56]2[cH:57][cH:58][cH:59][cH:60][cH:61]2)([c:62]2[cH:63][cH:64][cH:65][cH:66][cH:67]2)[c:68]2[cH:69][cH:70][cH:71][cH:72][cH:73]2)[P:74]([c:75]2[cH:76][cH:77][cH:78][cH:79][cH:80]2)([c:81]2[cH:82][cH:83][cH:84][cH:85][cH:86]2)[c:87]2[cH:88][cH:89][cH:90][cH:91][cH:92]2)([c:93]2[cH:94][cH:95][cH:96][cH:97][cH:98]2)[c:99]2[cH:100][cH:101][cH:102][cH:103][cH:104]2)[cH:105][cH:106]1.[n:13]1[cH:14][cH:15][c:16]([B:19]([OH:20])[OH:21])[cH:17][cH:18]1>>[c:2]1(-[c:16]2[cH:15][cH:14][n:13][cH:18][cH:17]2)[n:3][cH:4][c:5](-[c:8]2[o:9][cH:10][cH:11][cH:12]2)[n:6][cH:7]1. The product is c1coc(-c2cnc(-c3ccncc3)cn2)c1.